Dataset: the Open Reaction Database (ORD), a public repository of structured organic reaction records. Task: describe an organic reaction: reactants, conditions, products, and yield The reactants are COC=1C=C(C(=O)N2CC(CC2)(CCOS(=O)(=O)C)C2=CC=CC=C2)C=C(C1OS(=O)(=O)C)OC (1-(3,5-dimethoxy-4-methanesulfonyloxybenzoyl)-3-phenyl-3-(2-methanesulfonyloxyethyl)pyrrolidine), I.C(C)OCCN1C(=NC2=C1C=CC=C2)N2CCNCCC2 (4-(1-(2-ethoxyethyl)-1H-benzimidazol-2-yl)[1,4]diazepane hydriodic acid salt), C(C)(C)N(C(C)C)CC (N,N-diisopropylethylamine), ClCCl.CO (dichloromethane methanol). Run in C(C)#N (acetonitrile). Conditions: time 16 hour. Product: COC=1C=C(C(=O)N2CC(CC2)(C2=CC=CC=C2)CCN2CCN(CCC2)C2=NC3=C(N2CCOCC)C=CC=C3)C=C(C1O)OC (1-(3,5-Dimethoxy-4-hydroxybenzoyl)-3-(2-(4-(1-(2-ethoxyethyl)-1H-benzimidazol-2-yl)[1,4]diazepan-1-yl)ethyl)-3-phenylpyrrolidine). Reaction SMILES: [CH3:1][O:2][C:3]1[CH:4]=[C:5]([CH:26]=[C:27]([O:34][CH3:35])[C:28]=1[O:29]S(C)(=O)=O)[C:6]([N:8]1[CH2:12][CH2:11][C:10]([C:20]2[CH:25]=[CH:24][CH:23]=[CH:22][CH:21]=2)([CH2:13][CH2:14]OS(C)(=O)=O)[CH2:9]1)=[O:7].I.[CH2:37]([O:39][CH2:40][CH2:41][N:42]1[C:46]2[CH:47]=[CH:48][CH:49]=[CH:50][C:45]=2[N:44]=[C:43]1[N:51]1[CH2:57][CH2:56][CH2:55][NH:54][CH2:53][CH2:52]1)[CH3:38].C(N(CC)C(C)C)(C)C.ClCCl.CO>C(#N)C>[CH3:35][O:34][C:27]1[CH:26]=[C:5]([CH:4]=[C:3]([O:2][CH3:1])[C:28]=1[OH:29])[C:6]([N:8]1[CH2:12][CH2:11][C:10]([CH2:13][CH2:14][N:54]2[CH2:55][CH2:56][CH2:57][N:51]([C:43]3[N:42]([CH2:41][CH2:40][O:39][CH2:37][CH3:38])[C:46]4[CH:47]=[CH:48][CH:49]=[CH:50][C:45]=4[N:44]=3)[CH2:52][CH2:53]2)([C:20]2[CH:25]=[CH:24][CH:23]=[CH:22][CH:21]=2)[CH2:9]1)=[O:7] |f:1.2,4.5|. Procedure: Combine 1-(3,5-dimethoxy-4-methanesulfonyloxybenzoyl)-3-phenyl-3-(2-methanesulfonyloxyethyl)pyrrolidine (0.77 g, 1.46 mmol), 4-(1-(2-ethoxyethyl)-1H-benzimidazol-2-yl)[1,4]diazepane hydriodic acid salt (1.0 g, 1.8 mmol), and N,N-diisopropylethylamine (0.76 g, 4.4 mmol) in acetonitrile (36 mL). Heat to reflux. After 16 hours, cool and evaporate in vacuo to give residue. Chromatograph the residue on silica gel eluting with dichloromethane/methanol/concentrated aqueous ammonia 6/1/0.1 to give the t... The reactants are CC#N, CC(C)c1ncc(CN)cn1, CCN(C(C)C)C(C)C, Cc1ccc(N2CCc3ncnc(Cl)c3C2)c(C#N)c1. Yields the product Cc1ccc(N2CCc3ncnc(NCc4cnc(C(C)C)nc4)c3C2)c(C#N)c1. As a reaction SMILES: [CH3:41][C:42]#[N:43].[CH:21]([CH3:22])([CH3:23])[c:24]1[n:25][cH:26][c:27]([CH2:30][NH2:31])[cH:28][n:29]1.[CH:32]([N:33]([CH2:34][CH3:35])[CH:36]([CH3:37])[CH3:38])([CH3:39])[CH3:40].[Cl:1][c:2]1[c:3]2[c:4]([n:5][cH:6][n:7]1)[CH2:8][CH2:9][N:10]([c:12]1[c:13]([C:14]#[N:15])[cH:16][c:17]([CH3:20])[cH:18][cH:19]1)[CH2:11]2>>[c:2]1([NH:31][CH2:30][c:27]2[cH:26][n:25][c:24]([CH:21]([CH3:22])[CH3:23])[n:29][cH:28]2)[c:3]2[c:4]([n:5][cH:6][n:7]1)[CH2:8][CH2:9][N:10]([c:12]1[c:13]([C:14]#[N:15])[cH:16][c:17]([CH3:20])[cH:18][cH:19]1)[CH2:11]2. The reactants are OCC=1C=C(C=CC1)NC(=O)NC1=CC=C(C=C1)OCCCCCCCCCCCCCC (N-[3-(hydroxymethyl)phenyl]-N'-[4-(tetradecyloxy)phenyl]urea), Br (hydrogen bromide). Solvent: C(C)(=O)O (acetic acid), C(Cl)(Cl)Cl (chloroform). Product: BrCC=1C=C(C=CC1)NC(=O)NC1=CC=C(C=C1)OCCCCCCCCCCCCCC (N-[3-(Bromomethyl)phenyl]-N'-[4-(tetradecyloxy)phenyl]urea). RXN SMILES: O[CH2:2][C:3]1[CH:4]=[C:5]([NH:9][C:10]([NH:12][C:13]2[CH:18]=[CH:17][C:16]([O:19][CH2:20][CH2:21][CH2:22][CH2:23][CH2:24][CH2:25][CH2:26][CH2:27][CH2:28][CH2:29][CH2:30][CH2:31][CH2:32][CH3:33])=[CH:15][CH:14]=2)=[O:11])[CH:6]=[CH:7][CH:8]=1.[BrH:34]>C(O)(=O)C.C(Cl)(Cl)Cl>[Br:34][CH2:2][C:3]1[CH:4]=[C:5]([NH:9][C:10]([NH:12][C:13]2[CH:18]=[CH:17][C:16]([O:19][CH2:20][CH2:21][CH2:22][CH2:23][CH2:24][CH2:25][CH2:26][CH2:27][CH2:28][CH2:29][CH2:30][CH2:31][CH2:32][CH3:33])=[CH:15][CH:14]=2)=[O:11])[CH:6]=[CH:7][CH:8]=1. Procedure details: A mixture of 10.0 g of N-[3-(hydroxymethyl)phenyl]-N'-[4-(tetradecyloxy)phenyl]urea, 70 ml of hydrogen bromide in acetic acid and 40 ml of chloroform is refluxed for 2.5 hours, then cooled. The solid is collected and washed with carbon tetrachloride and two times with water. The collected solid is crystallized from ethyl alcohol:tetrahydrofuran followed by recrystallization from tetrahydrofuran to give 7.4 g of the desired product as a white powder, m.p. 164°-169° C. Reactants: N1=C(Cl)N=C(Cl)N=C1Cl (cyanuric chloride), C1(CCCCC1)ON1C(CC(CC1(C)C)O)(C)C (1-cyclohexyloxy-4-hydroxy-2,2,6,6-tetramethylpiperidine), [H-].[Na+] (sodium hydride). Reagents/catalysts: CS(=O)C (dimethyl sulfoxide). The solvent is O1CCOCC1 (dioxane), O1CCOCC1 (1,4-dioxane). Reaction conditions: time 8 hour. Yields the product C1(CCCCC1)ON1C(CC(CC1(C)C)OC1=NC(=NC(=N1)OC1CC(N(C(C1)(C)C)OC1CCCCC1)(C)C)OC1CC(N(C(C1)(C)C)OC1CCCCC1)(C)C)(C)C (2,4,6-Tris(1-cyclohexyloxy-2,2,6,6-tetramethylpiperidin-4-yloxy)-1,3,5-triazine). Isolated yield 59.1%. Reaction SMILES: [CH:1]1([O:7][N:8]2[C:13]([CH3:15])([CH3:14])[CH2:12][CH:11]([OH:16])[CH2:10][C:9]2([CH3:18])[CH3:17])[CH2:6][CH2:5][CH2:4][CH2:3][CH2:2]1.[H-].[Na+].[N:21]1[C:28](Cl)=[N:27][C:25](Cl)=[N:24][C:22]=1Cl>CS(C)=O.O1CCOCC1>[CH:1]1([O:7][N:8]2[C:9]([CH3:18])([CH3:17])[CH2:10][CH:11]([O:16][C:22]3[N:24]=[C:25]([O:16][CH:11]4[CH2:10][C:9]([CH3:18])([CH3:17])[N:8]([O:7][CH:1]5[CH2:2][CH2:3][CH2:4][CH2:5][CH2:6]5)[C:13]([CH3:14])([CH3:15])[CH2:12]4)[N:27]=[C:28]([O:16][CH:11]4[CH2:12][C:13]([CH3:14])([CH3:15])[N:8]([O:7][CH:1]5[CH2:6][CH2:5][CH2:4][CH2:3][CH2:2]5)[C:9]([CH3:18])([CH3:17])[CH2:10]4)[N:21]=3)[CH2:12][C:13]2([CH3:14])[CH3:15])[CH2:2][CH2:3][CH2:4][CH2:5][CH2:6]1 |f:1.2|. Procedure details: A mixture of 30.0 g (0.117 mol) of 1-cyclohexyloxy-4-hydroxy-2,2,6,6-tetramethylpiperidine, 2.8 g (0.117 mol) of sodium hydride, a few drops of dimethyl sulfoxide, and 150 ml of 1,4-dioxane is heated at reflux for two hours, then allowed to cool. To this mixture is added over 15 minutes solution of 7.2 g (0.039 mol) of cyanuric chloride in 50 ml of dioxane. Salt formation is observed, and the reaction temperature rises from 20° C to 50° C during the addition. The reaction mixture is then heated ... Yield: 61.0%. The reagents and catalysts are [Br-].[Zn+2].[Br-] (zinc bromide), [Br-].[Zn+2].[Br-] (zinc bromide). Conditions: temperature -20 celsius, time 20 minute. Solvent: O1CCCC1 (tetrahydrofuran), O1CCCC1 (tetrahydrofuran), hexanes. Reaction SMILES: C(N[CH:5]([CH3:7])[CH3:6])(C)C.C([Li])CCC.[C:13]([CH:17]1[CH2:25][C:24]2[C:19](=[CH:20][CH:21]=[CH:22][CH:23]=2)[CH2:18]1)([O:15][CH3:16])=[O:14].C([CH:30]([S:32]C(Cl)C(C)(C)C)Cl)(C)(C)C.[C:39](=O)([O-])O.[Na+]>O1CCCC1.[Br-].[Zn+2].[Br-]>[C:13]([C:17]1([CH2:30][S:32][C:5]([CH3:6])([CH3:7])[CH3:39])[CH2:25][C:24]2[C:19](=[CH:20][CH:21]=[CH:22][CH:23]=2)[CH2:18]1)([O:15][CH3:16])=[O:14] |f:4.5,7.8.9|. Starting materials: C(C)(C)(C)C(Cl)SC(C(C)(C)C)Cl (t-butyl chloromethylsulfide), C(=O)(OC)C1CC2=CC=CC=C2C1 (2-carbomethoxy-indan), C(C)(C)NC(C)C (diisopropylamine), C(CCC)[Li] (n-butyllithium), solution, C(O)([O-])=O.[Na+] (sodium hydrogen carbonate). Procedure details: Dissolve diisopropylamine (1.90 mL, 7.8 mmol) in anhydrous tetrahydrofuran (8 mL), cool to -20° C. and place under an argon atmosphere. Add, by dropwise addition, n-butyllithium (3.12 mL of a 2.5N solution in hexanes, 7.8 mmol) and stir for 20 minutes while cooling to -70° C. Add, by dropwise addition, a solution of 2-carbomethoxy-indan (1.34 g, 7.8 mmol) in anhydrous tetrahydrofuran (8 mL). Stir at -70° C. for an additional 30 minutes then add trimethylsilyl chloride (freshly distilled from bar... Product: C(=O)(OC)C1(CC2=CC=CC=C2C1)CSC(C)(C)C (2-carbomethoxy-2-(t-butyl)thiomethylindan). Reactants: Br, COc1ccc(CO)cc1-c1cc2c(cc1C)C(C)(C)CC(C)C2C, CC(=O)O, CCOC(C)=O. Yields the product COc1ccc(CBr)cc1-c1cc2c(cc1C)C(C)(C)CC(C)C2C. Reaction SMILES: [BrH:26].[CH3:1][O:2][c:3]1[c:4](-[c:11]2[cH:12][c:13]3[c:18]([cH:19][c:20]2[CH3:21])[C:17]([CH3:22])([CH3:23])[CH2:16][CH:15]([CH3:24])[CH:14]3[CH3:25])[cH:5][c:6]([CH2:7][OH:8])[cH:9][cH:10]1.[CH3:27][C:28](=[O:29])[OH:30].[CH3:31][CH2:32][O:33][C:34](=[O:35])[CH3:36]>>[CH3:1][O:2][c:3]1[c:4](-[c:11]2[cH:12][c:13]3[c:18]([cH:19][c:20]2[CH3:21])[C:17]([CH3:22])([CH3:23])[CH2:16][CH:15]([CH3:24])[CH:14]3[CH3:25])[cH:5][c:6]([CH2:7][Br:26])[cH:9][cH:10]1.